This data is from the Open Reaction Database (ORD), a public repository of structured organic reaction records. The task is: describe an organic reaction: reactants, conditions, products, and yield Starting materials: CC(C(O)C1=CC2=CC=CC=C2C=C1)(C)[N+](=O)[O-] (2-Methyl-1-(naphthalen-2-yl)-2-nitropropanol), S(=O)(Cl)Cl (thionyl chloride). Solvent: O (water). Conditions: time 12 hour. Product: ClC(C(C)([N+](=O)[O-])C)C1=CC2=CC=CC=C2C=C1 (2-(1-Chloro-2-methyl-2-nitropropyl)naphthalene). Reaction SMILES: [CH3:1][C:2]([N+:16]([O-:18])=[O:17])([CH3:15])[CH:3]([C:5]1[CH:14]=[CH:13][C:12]2[C:7](=[CH:8][CH:9]=[CH:10][CH:11]=2)[CH:6]=1)O.S(Cl)([Cl:21])=O>O>[Cl:21][CH:3]([C:5]1[CH:14]=[CH:13][C:12]2[C:7](=[CH:8][CH:9]=[CH:10][CH:11]=2)[CH:6]=1)[C:2]([CH3:15])([N+:16]([O-:18])=[O:17])[CH3:1]. Reported procedure: To 2-methyl-1-(naphthalen-2-yl)-2-nitropropanol (1.23 g) obtained in Step 3 was added thionyl chloride (3.1 ml), and the resulting mixture was heated under reflux for 1 hr, and stirred at room temperature for 12 hr. The reaction mixture was concentrated under reduced pressure and the residue thus obtained was poured into water and extracted with ethyl acetate. The organic layer was washed successively with water and saturated aqueous sodium hydrogencarbonate solution, dried over anhydrous sodium...